Dataset: the Open Reaction Database (ORD), a public repository of structured organic reaction records. Task: describe an organic reaction: reactants, conditions, products, and yield The reactants are [H-].[Na+] (sodium hydride), C(C1=CC=CC=C1)Br (benzyl bromide), O=C1/C(/SC2=C(N1)C=CC=C2)=C/C(=O)OC (Methyl (Z)-2-(3,4-dihydro-3-oxo-2H-1,4-benzothiazin-2-ylidene)acetate). Solvent: CN(C=O)C (N,N-dimethylformamide), CN(C=O)C (N,N-dimethylformamide), CN(C=O)C (N,N-dimethylformamide). Reaction conditions: time 30 minute. Product: C(C1=CC=CC=C1)N1C(/C(/SC2=C1C=CC=C2)=C/C(=O)OC)=O (methyl (Z)-2-(4-benzyl-3,4-dihydro-3-oxo-2H-1,4-benzothiazin-2-ylidene)acetate). The yield is 80.0%. RXN SMILES: [O:1]=[C:2]1[NH:7][C:6]2[CH:8]=[CH:9][CH:10]=[CH:11][C:5]=2[S:4]/[C:3]/1=[CH:12]\[C:13]([O:15][CH3:16])=[O:14].[H-].[Na+].[CH2:19](Br)[C:20]1[CH:25]=[CH:24][CH:23]=[CH:22][CH:21]=1>CN(C)C=O>[CH2:19]([N:7]1[C:6]2[CH:8]=[CH:9][CH:10]=[CH:11][C:5]=2[S:4]/[C:3](=[CH:12]\[C:13]([O:15][CH3:16])=[O:14])/[C:2]1=[O:1])[C:20]1[CH:25]=[CH:24][CH:23]=[CH:22][CH:21]=1 |f:1.2|. Procedure details: Methyl (Z)-2-(3,4-dihydro-3-oxo-2H-1,4-benzothiazin-2-ylidene)acetate (940 mg) was dissolved in 8 ml of N,N-dimethylformamide, and the solution was added dropwise to a suspension of sodium hydride (60% in oil, 192 mg) in 2 ml of N,N-dimethylformamide. The mixture was stirred for 30 minutes. To the mixture was added dropwise a solution of 752 mg of benzyl bromide in 2 ml of N,N-dimethylformamide. The stirring was continued for an hour under ice-cooling, the reaction mixture was poured onto ice wa... Starting materials: C(=O)([O-])[O-].[K+].[K+] (K2CO3), COC=1C=C(C=C(C1OC)OC)NC1=NC(=CN=C1)Cl (2-(3,4,5-trimethoxyphenylamino)-6-chloropyrazine), C1(=CC=CC=C1)O (phenol). Product: O(C1=CC=CC=C1)C1=CN=CC(=N1)NC1=CC(=C(C(=C1)OC)OC)OC (6-Phenoxy-N-(3,4,5-trimethoxyphenyl)pyrazin-2-amine). Yield: 71.0%. As a reaction SMILES: C([O-])([O-])=O.[K+].[K+].[CH3:7][O:8][C:9]1[CH:10]=[C:11]([NH:19][C:20]2[CH:25]=[N:24][CH:23]=[C:22](Cl)[N:21]=2)[CH:12]=[C:13]([O:17][CH3:18])[C:14]=1[O:15][CH3:16].[C:27]1([OH:33])[CH:32]=[CH:31][CH:30]=[CH:29][CH:28]=1>>[O:33]([C:22]1[N:21]=[C:20]([NH:19][C:11]2[CH:10]=[C:9]([O:8][CH3:7])[C:14]([O:15][CH3:16])=[C:13]([O:17][CH3:18])[CH:12]=2)[CH:25]=[N:24][CH:23]=1)[C:27]1[CH:32]=[CH:31][CH:30]=[CH:29][CH:28]=1 |f:0.1.2|. Procedure details: Using Method X (but with no addition of K2CO3) with 2-(3,4,5-trimethoxyphenylamino)-6-chloropyrazine (150 mg) and phenol, the title compound was obtained (127 mg). Yield: 71%. 1H NMR (250 MHz, DMSO-d6) δ 3.31 (s, 9H), 3.54 (s, 3H), 6.77 (s, 2H), 7.16-7.23 (m, 3H), 7.41 (t, 2H, J=7.9 Hz), 7.75 (s, 1H), 7.95 (s, 1H), 9.53 (s, 1H). 13C NMR (62.9 MHz, DMSO-d6) δ 55.33, 60.03, 95.77, 120.55, 121.17, 124.47, 128.42, 129.74, 132.15, 136.29, 150.52, 152.69, 153.86, 153.86, 157.23. m/z 354.1 [(M+H)+ calc... The reactants are OC=1C=C(C=CC1)CC(=O)OCC (Ethyl 2-(3-hydroxyphenyl)acetate), C([O-])([O-])=O.[K+].[K+] (potassium carbonate), FC(C1=CC=C(CBr)C=C1)(F)F (4-Trifluoromethylbenzyl bromide). The solvent is C(C)(=O)OCC (ethyl acetate), CN(C)C=O (DMF). Reaction conditions: time 12 hour. Yields the product FC(C1=CC=C(COC=2C=C(C=CC2)CC(=O)OCC)C=C1)(F)F (Ethyl 2-(3-(4-(trifluoromethyl)benzyloxy)phenyl)acetate). RXN SMILES: [OH:1][C:2]1[CH:3]=[C:4]([CH2:8][C:9]([O:11][CH2:12][CH3:13])=[O:10])[CH:5]=[CH:6][CH:7]=1.C(=O)([O-])[O-].[K+].[K+].[F:20][C:21]([F:31])([F:30])[C:22]1[CH:29]=[CH:28][C:25]([CH2:26]Br)=[CH:24][CH:23]=1>CN(C=O)C.C(OCC)(=O)C>[F:20][C:21]([F:30])([F:31])[C:22]1[CH:29]=[CH:28][C:25]([CH2:26][O:1][C:2]2[CH:3]=[C:4]([CH2:8][C:9]([O:11][CH2:12][CH3:13])=[O:10])[CH:5]=[CH:6][CH:7]=2)=[CH:24][CH:23]=1 |f:1.2.3|. Reported procedure: To a stirred solution of Ethyl 2-(3-hydroxyphenyl)acetate (7.3 g, 30.5 mmol) in DMF (20 ml) was added potassium carbonate (5.47 g, 39.6 mmol) at room temperature followed by drop wise addition of 4-Trifluoromethylbenzyl bromide (6.04 g, 33.6 mmol). The reaction mixture was stirred for 12 hours and taken in ethyl acetate, washed with water (2×), brine, dried over Na2SO4, filtered, concentrated and purified by flash chromatography on a silica gel column (hex:ether 5:1) to give the title compound.